The task is: describe an organic reaction: reactants, conditions, products, and yield. This data is from the Open Reaction Database (ORD), a public repository of structured organic reaction records. Starting materials: C(CC)(=O)C=1C2CN(C(CC1)CC2)C (2-Propionyl-(6-methyl-6-azabicylo[3.2.2]non-2-ene)), [H-].[H-].[H-].[H-].[Li+].[Al+3] (LiAlH4), C(CC)(=O)C=1C2CN(C(CC1)CC2)C(=O)OC2=CC=CC=C2 (2-Propionyl-(6-phenoxycarbonyl-6-azabicylo[3.2.2]non-2-ene)). The solvent is C1CCOC1 (THF), C1CCOC1 (THF). Yields the product OC(CC)C=1C2CN(C(CC1)CC2)C (2-(1-hydroxy-1-propyl)-(6-methyl-6-azabicyclo[3.2.2]non-2-ene)). As a reaction SMILES: [C:1]([C:5]1[CH:6]2[CH2:13][CH2:12][CH:9]([CH2:10][CH:11]=1)[N:8]([CH3:14])[CH2:7]2)(=[O:4])[CH2:2][CH3:3].[H-].[H-].[H-].[H-].[Li+].[Al+3].C(C1C2CCC(CC=1)N(C(OC1C=CC=CC=1)=O)C2)(=O)CC>C1COCC1>[OH:4][CH:1]([C:5]1[CH:6]2[CH2:13][CH2:12][CH:9]([CH2:10][CH:11]=1)[N:8]([CH3:14])[CH2:7]2)[CH2:2][CH3:3] |f:1.2.3.4.5.6|. Procedure: 2-Propionyl-(6-methyl-6-azabicylo[3.2.2]non-2-ene) [22] A flask was charged with LiAlH4 (410 mg, 10.8 mmol) and dry THF (20 mL), giving a slurry. A solution of 21 (645 mg, 2.15 mmol) in dry THF (30 mL) was added dropwise with stirring, and the reaction was then heated to reflux for 1 h. The reaction was cooled to room temperature, and quenched with dropwise addition of 50 mL EtOAc. The reaction was diluted with H2O (40 mL) and NaCl (sat, aq, 40 mL), and the layers separated. The aqueous layer wa... RXN SMILES: [OH:1][C:2]1[C:3]([O:12][CH3:13])=[CH:4][CH:5]=[C:6]2[C:11]=1[N:10]=[CH:9][CH:8]=[CH:7]2.[CH3:14][NH:15][CH3:16].[CH2:17]=O>C(O)C>[CH3:14][N:15]([CH2:17][C:5]1[CH:4]=[C:3]([O:12][CH3:13])[C:2]([OH:1])=[C:11]2[C:6]=1[CH:7]=[CH:8][CH:9]=[N:10]2)[CH3:16]. The yield is 69.7%. Procedure details: To a cold (0° ) solution of 8-hydroxy-7-methoxyquinoline (0.92 g, 5.25 mmol) and 26% aqueous dimethylamine (3.0 g, 17 mmol) in 10 mL of ethanol was added dropwise 37% aqueous formaldehyde (0.77 g, 9.5 mmol). After stirring at room temperature for 1 hr, the mixture was refluxed for 30 min, cooled and evaporated to dryness. The residue was diluted with water, extracted with ether and dried (MgSO4). Evaporation gave 5-dimethylaminomethyl-8-hydroxy-7-methoxyquinoline as an oil (0.85 g, 69%); structu... Starting materials: OC=1C(=CC=C2C=CC=NC12)OC (8-hydroxy-7-methoxyquinoline), CNC (dimethylamine), C=O (formaldehyde). Solvent: C(C)O (ethanol). Yields the product CN(C)CC1=C2C=CC=NC2=C(C(=C1)OC)O (5-dimethylaminomethyl-8-hydroxy-7-methoxyquinoline). Run at time 1 hour. Reactants: C(C)OC(=O)C1(CC1)C1=CC=C(C=C1)C1=CC=C(C=C1)C1=C(C(=NO1)C)NC1=NC(=CC=C1)Br (1-{4′-[4-(6-bromo-pyridin-2-ylamino)-3-methyl-isoxazol-5-yl]-biphenyl-4-yl}-cyclopropanecarboxylic acid ethyl ester), CNC1=CC=CC=C1 (N-methylaniline). The product is C(C)OC(=O)C1(CC1)C1=CC=C(C=C1)C1=CC=C(C=C1)C1=C(C(=NO1)C)NC1=NC(=CC=C1)N(C1=CC=CC=C1)C (1-(4′-{3-Methyl-4-[6-(methyl-phenyl-amino)-pyridin-2-ylamino]-isoxazol-5-yl}-biphenyl-4-yl)-cyclopropanecarboxylic acid ethyl ester). RXN SMILES: [CH2:1]([O:3][C:4]([C:6]1([C:9]2[CH:14]=[CH:13][C:12]([C:15]3[CH:20]=[CH:19][C:18]([C:21]4[O:25][N:24]=[C:23]([CH3:26])[C:22]=4[NH:27][C:28]4[CH:33]=[CH:32][CH:31]=[C:30](Br)[N:29]=4)=[CH:17][CH:16]=3)=[CH:11][CH:10]=2)[CH2:8][CH2:7]1)=[O:5])[CH3:2].[CH3:35][NH:36][C:37]1[CH:42]=[CH:41][CH:40]=[CH:39][CH:38]=1>>[CH2:1]([O:3][C:4]([C:6]1([C:9]2[CH:14]=[CH:13][C:12]([C:15]3[CH:20]=[CH:19][C:18]([C:21]4[O:25][N:24]=[C:23]([CH3:26])[C:22]=4[NH:27][C:28]4[CH:33]=[CH:32][CH:31]=[C:30]([N:36]([CH3:35])[C:37]5[CH:42]=[CH:41][CH:40]=[CH:39][CH:38]=5)[N:29]=4)=[CH:17][CH:16]=3)=[CH:11][CH:10]=2)[CH2:8][CH2:7]1)=[O:5])[CH3:2]. Procedure details: Prepared according to the procedure described in Example 68, Step 2, using 1-{4′-[4-(6-bromo-pyridin-2-ylamino)-3-methyl-isoxazol-5-yl]-biphenyl-4-yl}-cyclopropanecarboxylic acid ethyl ester and N-methylaniline. Run in N1=CC=CC=C1 (pyridine). Product: P(OC1=CC=CC2=CC=CC=C12)(=O)(Cl)Cl (naphthyl phosphorodichloridate), P(OC1=CC=CC2=CC=CC=C12)(OC1=CC=CC2=CC=CC=C12)(=O)Cl (dinaphthyl phosphorochloridate). Procedure: To a mixture of 113 g. phosphoryl chloride and 0.8 g. pyridine there is added 72 g. alpha-napthol over a one and 1-half hour period at a temperature of 100°C. The temperature is held at 105°-110°C. for one and one-half hours and stripped. Distillation affords 94.6 percent naphthyl phosphorodichloridate and 3.4 percent dinaphthyl phosphorochloridate. Reactants: P(=O)(Cl)(Cl)Cl (phosphoryl chloride), C1(=CC=CC2=CC=CC=C12)O (alpha-napthol). Isolated yield 3.4%. RXN SMILES: [P:1]([Cl:5])(Cl)([Cl:3])=[O:2].[C:6]1([OH:16])[C:15]2[C:10](=[CH:11][CH:12]=[CH:13][CH:14]=2)[CH:9]=[CH:8][CH:7]=1>N1C=CC=CC=1>[P:1]([Cl:5])([Cl:3])(=[O:2])[O:16][C:6]1[C:15]2[C:10](=[CH:11][CH:12]=[CH:13][CH:14]=2)[CH:9]=[CH:8][CH:7]=1.[P:1]([Cl:5])(=[O:2])([O:16][C:6]1[C:15]2[C:10](=[CH:11][CH:12]=[CH:13][CH:14]=2)[CH:9]=[CH:8][CH:7]=1)[O:16][C:6]1[C:15]2[C:10](=[CH:11][CH:12]=[CH:13][CH:14]=2)[CH:9]=[CH:8][CH:7]=1. Reactants: COC1=CC=C2C=CC(=NC2=N1)N1C(C2=CC=CC=C2C1=O)OCC(=O)O ([2-(7-methoxy-1,8-naphthyridin-2-yl)-3-oxo-1-isoindolinyloxy]acetic acid), N,'-carbonyldiimidazole, CC(CCN)C (3-methylbutylamine). Product: COC1=CC=C2C=CC(=NC2=N1)N1C(C2=CC=CC=C2C1=O)OCC(=O)NCCC(C)C ([2-(7-methoxy-1,8-naphthyridin-2-yl)-3-oxo-1isoindolinyloxy]-N-(3-methylbutyl)acetamide). The yield is 80.6%. The solvent is CN(C=O)C (dimethylformamide). As a reaction SMILES: [CH3:1][O:2][C:3]1[N:12]=[C:11]2[C:6]([CH:7]=[CH:8][C:9]([N:13]3[C:21](=[O:22])[C:20]4[C:15](=[CH:16][CH:17]=[CH:18][CH:19]=4)[CH:14]3[O:23][CH2:24][C:25]([OH:27])=O)=[N:10]2)=[CH:5][CH:4]=1.[CH3:28][CH:29]([CH3:33])[CH2:30][CH2:31][NH2:32]>CN(C)C=O>[CH3:1][O:2][C:3]1[N:12]=[C:11]2[C:6]([CH:7]=[CH:8][C:9]([N:13]3[C:21](=[O:22])[C:20]4[C:15](=[CH:16][CH:17]=[CH:18][CH:19]=4)[CH:14]3[O:23][CH2:24][C:25]([NH:32][CH2:31][CH2:30][CH:29]([CH3:33])[CH3:28])=[O:27])=[N:10]2)=[CH:5][CH:4]=1. Procedure details: The procedure is as in Example 44, but starting with [2-(7-methoxy-1,8-naphthyridin-2-yl)-3-oxo-1-isoindolinyloxy]acetic acid (3 g) in anhydrous dimethylformamide (65 cc), N,'-carbonyldiimidazole (1.3 g) and 3-methylbutylamine (0.61 g). After recrystallization in ethanol, [2-(7-methoxy-1,8-naphthyridin-2-yl)-3-oxo-1isoindolinyloxy]-N-(3-methylbutyl)acetamide (2.45 g), m.p. 136° C., is obtained. Starting materials: CC1(C)C2CCC(CC(=O)Cl)C1C2, Nn1c(C(F)(F)F)nc2ccccc2c1=O. The product is CC1(C)C2CCC(CC(=O)Nn3c(C(F)(F)F)nc4ccccc4c3=O)C1C2. Reaction SMILES: [CH3:1][C:2]1([CH3:13])[CH:3]2[CH2:4][CH2:5][CH:6]([CH2:9][C:10](=[O:11])[Cl:12])[CH:7]1[CH2:8]2.[NH2:14][n:15]1[c:16]([C:26]([F:27])([F:28])[F:29])[n:17][c:18]2[cH:19][cH:20][cH:21][cH:22][c:23]2[c:24]1=[O:25]>>[CH3:1][C:2]1([CH3:13])[CH:3]2[CH2:4][CH2:5][CH:6]([CH2:9][C:10](=[O:11])[NH:14][n:15]3[c:16]([C:26]([F:27])([F:28])[F:29])[n:17][c:18]4[cH:19][cH:20][cH:21][cH:22][c:23]4[c:24]3=[O:25])[CH:7]1[CH2:8]2. Conditions: temperature 0 celsius, time 16 hour. Product: CS(=O)(=O)C1=NC=CC(=C1)[C@H](CC(NC)=O)NC(=O)C=1C2=C(C=NC1)N(N=C2)C2=CC=C(C=C2)F (1-(4-Fluorophenyl)-1H-pyrazolo[3,4-c]pyridine-4-carboxylic acid[(S)-1-(2-methanesulfonyl-pyridin-4-yl)-2-methylcarbamoyl-ethyl]-amide). Reaction SMILES: C[O:2][C:3](=O)[CH2:4][C@H:5]([NH:16][C:17]([C:19]1[C:20]2[CH:27]=[N:26][N:25]([C:28]3[CH:33]=[CH:32][C:31]([F:34])=[CH:30][CH:29]=3)[C:21]=2[CH:22]=[N:23][CH:24]=1)=[O:18])[C:6]1[CH:11]=[CH:10][N:9]=[C:8]([S:12]([CH3:15])(=[O:14])=[O:13])[CH:7]=1.C(O)C.[CH3:39][NH2:40]>>[CH3:15][S:12]([C:8]1[CH:7]=[C:6]([C@@H:5]([NH:16][C:17]([C:19]2[C:20]3[CH:27]=[N:26][N:25]([C:28]4[CH:33]=[CH:32][C:31]([F:34])=[CH:30][CH:29]=4)[C:21]=3[CH:22]=[N:23][CH:24]=2)=[O:18])[CH2:4][C:3](=[O:2])[NH:40][CH3:39])[CH:11]=[CH:10][N:9]=1)(=[O:14])=[O:13]. Procedure details: A solution of (S)-3-{[1-(4-fluorophenyl)-1H-pyrazolo[3,4-c]pyridine-4-carbonyl]-amino}-3-(2-methanesulfonyl-pyridin-4-yl)-propionic acid methyl ester (40 mg, 0.08 mmol) in 33% methylamine in ethanol (0.300 mL, 2.41 mmol) in a sealed tube was warmed at 80° C. After 16 hours, the mixture was cooled to 0° C. and filtered. The solid was washed with cold MeOH (3×0.5 mL) and dried to the title compound as a white solid. Reactants: COC(C[C@@H](C1=CC(=NC=C1)S(=O)(=O)C)NC(=O)C=1C2=C(C=NC1)N(N=C2)C2=CC=C(C=C2)F)=O ((S)-3-{[1-(4-fluorophenyl)-1H-pyrazolo[3,4-c]pyridine-4-carbonyl]-amino}-3-(2-methanesulfonyl-pyridin-4-yl)-propionic acid methyl ester), C(C)O (ethanol), CN (methylamine). Reactants: BrC1=C2C=CNC2=CC=C1 (4-bromo-1H-indole), [H-].[Na+] (sodium hydride), FC1=CC=C(CBr)C=C1 (4-fluorobenzyl bromide). The solvent is C1CCOC1 (THF), C1CCOC1 (THF). Conditions: time 1.5 minute. Yields the product BrC1=C2C=CN(C2=CC=C1)CC1=CC=C(C=C1)F (4-bromo-1-(4-fluorobenzyl)-1H-indole). RXN SMILES: [H-].[Na+].[Br:3][C:4]1[CH:12]=[CH:11][CH:10]=[C:9]2[C:5]=1[CH:6]=[CH:7][NH:8]2.[F:13][C:14]1[CH:21]=[CH:20][C:17]([CH2:18]Br)=[CH:16][CH:15]=1>C1COCC1>[Br:3][C:4]1[CH:12]=[CH:11][CH:10]=[C:9]2[C:5]=1[CH:6]=[CH:7][N:8]2[CH2:18][C:17]1[CH:20]=[CH:21][C:14]([F:13])=[CH:15][CH:16]=1 |f:0.1|. Procedure: A suspension of sodium hydride (60% oil dispersion, 112 mg, 2.81 mmol) in THF (12 mL) was stirred at rt and treated with a solution of 4-bromo-1H-indole (500 mg, 2.55 mmol) in THF (3 mL). After 1-2 min, the mixture was treated with 4-fluorobenzyl bromide (0.318 mL, 2.55 mmol) and the slightly cloudy solution was stirred at rt. After 20 h, the mixture was concentrated. The residue was partitioned between EtOAc and 0.1 M hydrochloric acid, and the aqueous phase was again extracted with EtOAc. The ... Reactants: CS(=O)(=O)c1ccccc1C[P+](c1ccccc1)(c1ccccc1)c1ccccc1, COc1ncccc1CN1CCC(C=O)CC1, CC(C)(C)[O-], CN(C)C=O, [Cl-], [K+], O. Yields the product COc1ncccc1CN1CCC(CCc2ccccc2S(C)(=O)=O)CC1. RXN SMILES: [CH3:19][S:20](=[O:21])(=[O:22])[c:23]1[c:24]([CH2:25][P+:26]([c:27]2[cH:28][cH:29][cH:30][cH:31][cH:32]2)([c:33]2[cH:34][cH:35][cH:36][cH:37][cH:38]2)[c:39]2[cH:40][cH:41][cH:42][cH:43][cH:44]2)[cH:45][cH:46][cH:47][cH:48]1.[CH3:1][O:2][c:3]1[n:4][cH:5][cH:6][cH:7][c:8]1[CH2:9][N:10]1[CH2:11][CH2:12][CH:13]([CH:16]=[O:17])[CH2:14][CH2:15]1.[CH3:49][C:50]([CH3:51])([O-:52])[CH3:53].[CH3:56][N:57]([CH3:58])[CH:59]=[O:60].[Cl-:18].[K+:54].[OH2:55]>>[CH3:1][O:2][c:3]1[n:4][cH:5][cH:6][cH:7][c:8]1[CH2:9][N:10]1[CH2:11][CH2:12][CH:13]([CH2:16][CH2:25][c:24]2[c:23]([S:20]([CH3:19])(=[O:21])=[O:22])[cH:48][cH:47][cH:46][cH:45]2)[CH2:14][CH2:15]1. Reactants: C(N)(=O)C1=CC(=C(C=C1)C=1N(C=CC1/C=C/C(=O)OCC)C1=C(C=C(C=C1)Cl)OC)C ((E)-ethyl 3-(2-(4-carbamoyl-2-methylphenyl)-1-(4-chloro-2-methoxyphenyl)-1H-pyrrol-3-yl)acrylate), C1CCOC1 (THF), [H][H] (hydrogen). The reagents and catalysts are [Ni] (Ni). The product is ClC1=CC(=C(C=C1)N1C(=C(C=C1)CO)C1=C(C=C(C(=O)N)C=C1)C)OC (4-(1-(4-chloro-2-methoxyphenyl)-3-(hydroxymethyl)-1H-pyrrol-2-yl)-3-methylbenzamide). Reaction SMILES: [C:1]([C:4]1[CH:9]=[CH:8][C:7]([C:10]2[N:11]([C:22]3[CH:27]=[CH:26][C:25]([Cl:28])=[CH:24][C:23]=3[O:29][CH3:30])[CH:12]=[CH:13][C:14]=2/C=C/C(OCC)=O)=[C:6]([CH3:31])[CH:5]=1)(=[O:3])[NH2:2].[H][H].C1C[O:37][CH2:36]C1>[Ni]>[Cl:28][C:25]1[CH:26]=[CH:27][C:22]([N:11]2[CH:12]=[CH:13][C:14]([CH2:36][OH:37])=[C:10]2[C:7]2[CH:8]=[CH:9][C:4]([C:1]([NH2:2])=[O:3])=[CH:5][C:6]=2[CH3:31])=[C:23]([O:29][CH3:30])[CH:24]=1. Reported procedure: To a solution of (E)-ethyl 3-(2-(4-carbamoyl-2-methylphenyl)-1-(4-chloro-2-methoxyphenyl)-1H-pyrrol-3-yl)acrylate (610 mg, 1.4 mmol) in THF (10 mL) was added Raney Ni (100 mg), and the reaction mixture was hydrogenated at room temperature under 1 atm of hydrogen for two hours. The reaction mixture was filtered, and the filtrate was concentrated to give the title compound (610 mg), which was used in the next step without further purification.